describe an organic reaction: reactants, conditions, products, and yield From a dataset of the Open Reaction Database (ORD), a public repository of structured organic reaction records. The reactants are SC=1SC(=NN1)S (2,5-dimercapto-1,3,4-thiadiazole), [OH-].[Na+] (sodium hydroxide), BrCCCCCC (1-bromohexane). Run in C(C)(C)O (isopropanol). Product: C(CCCCC)SC=1SC(=NN1)SCCCCCC (2,5-bis(n-hexylthio)-1,3,4-thiadiazole), product. The yield is 70.0%. As a reaction SMILES: [SH:1][C:2]1[S:3][C:4]([SH:7])=[N:5][N:6]=1.[OH-].[Na+].Br[CH2:11][CH2:12][CH2:13][CH2:14][CH2:15][CH3:16]>C(O)(C)C>[CH2:11]([S:1][C:2]1[S:3][C:4]([S:7][CH2:11][CH2:12][CH2:13][CH2:14][CH2:15][CH3:16])=[N:5][N:6]=1)[CH2:12][CH2:13][CH2:14][CH2:15][CH3:16] |f:1.2|. Procedure: 2,5-bis(n-hexylthio)-1,3,4-thiadiazole was prepared in over 70% yield by reaction of 50 g. (0.32 mole) commercial 2,5-dimercapto-1,3,4-thiadiazole with 26.4 g (0.66 mole) sodium hydroxide in 400 ml refluxing isopropanol followed by the addition of 110 g (0.66 mole) 1-bromohexane. After removal of the solid precipitate (sodium bromide), 71.7 g of product was isolated by vacuum stripping. The product was used without further purification. The reactants are C(C)(=O)OCC (ethyl acetate), BrCC(=O)OC(C)(C)C (t-butyl bromoacetate), [H-].[Na+] (sodium hydride), N(=[N+]=[N-])[C@H]1C(NC[C@@H](CC1)C1=CC=CC=C1)=O (3(S*)-azido-6(R*)-phenylperhydroazepin-2-one). The solvent is O (water), CN(C=O)C (dimethylformamide). Conditions: time 1.5 hour. The product is N(=[N+]=[N-])[C@H]1C(N(C[C@@H](CC1)C1=CC=CC=C1)CC(=O)OC(C)(C)C)=O (t-Butyl α-[3(S*)-azido-2-oxo-6(R*)-phenylperhydroazepin-1-yl]acetate). RXN SMILES: Br[CH2:2][C:3]([O:5][C:6]([CH3:9])([CH3:8])[CH3:7])=[O:4].[H-].[Na+].[N:12]([C@@H:15]1[CH2:21][CH2:20][C@@H:19]([C:22]2[CH:27]=[CH:26][CH:25]=[CH:24][CH:23]=2)[CH2:18][NH:17][C:16]1=[O:28])=[N+:13]=[N-:14].C(OCC)(=O)C>CN(C)C=O.O>[N:12]([C@@H:15]1[CH2:21][CH2:20][C@@H:19]([C:22]2[CH:27]=[CH:26][CH:25]=[CH:24][CH:23]=2)[CH2:18][N:17]([CH2:2][C:3]([O:5][C:6]([CH3:9])([CH3:8])[CH3:7])=[O:4])[C:16]1=[O:28])=[N+:13]=[N-:14] |f:1.2|. Procedure: 0.9 ml of t-butyl bromoacetate followed by 219 mg of sodium hydride (as a 55% w/w dispersion in mineral oil) were added, under a stream of nitrogen, to a solution of 1.05 g of 3(S*)-azido-6(R*)-phenylperhydroazepin-2-one (Isomer A) [prepared as described in Example 1(f)] in 10 ml of dimethylformamide, whilst ice-cooling. The mixture was stirred for 1.5 hours, and then ethyl acetate and water were added. The ethyl acetate layer was separated, washed with water, and dried over anhydrous magnesium ... The reactants are C/C(/C(=O)O)=C\SC1=CC=CC=C1 ((E)-2-methyl-3-(phenylthio)-2-propenoic acid), S(=O)(Cl)Cl (thionyl chloride), NC1=CC=CC=C1 (aniline). Run in C1(=CC=CC=C1)C (toluene). Run at time 30 minute. Yields the product C/C(/C(=O)NC1=CC=CC=C1)=C\SC1=CC=CC=C1 ((E)-2-Methyl-N-phenyl-3-(phenylthio)-2-propenamide). The yield is 87.0%. Reaction SMILES: [CH3:1]/[C:2](=[CH:6]\[S:7][C:8]1[CH:13]=[CH:12][CH:11]=[CH:10][CH:9]=1)/[C:3]([OH:5])=O.S(Cl)(Cl)=O.[NH2:18][C:19]1[CH:24]=[CH:23][CH:22]=[CH:21][CH:20]=1>C1(C)C=CC=CC=1>[CH3:1]/[C:2](=[CH:6]\[S:7][C:8]1[CH:13]=[CH:12][CH:11]=[CH:10][CH:9]=1)/[C:3]([NH:18][C:19]1[CH:24]=[CH:23][CH:22]=[CH:21][CH:20]=1)=[O:5]. Procedure: A suspension of 2.5 g (12.8 mmol) of (E)-2-methyl-3-(phenylthio)-2-propenoic acid and 3.5 g (25.7 mmol) of thionyl chloride in 25 ml of toluene was refluxed for 1 hour and then concentrated under vacuum. The residue was dissolved in 25 ml of ethyl acetate and cooled in ice bath. To the solution was added dropwise 2.9 g (32 mmol) of aniline and stirred at room temperature for 30 minutes. The reaction mixture was washed sequentially with 1N HCl solution, a saturated NaHCO3 solution, and a saturate... The reactants are Cl.CNOC (N,O-dimethylhydroxylamine hydrochloride), CCN(C(C)C)C(C)C (DIPEA), ClC1=NC(=NC(=N1)Cl)Cl (2,4,6-Trichloro-1,3,5-triazine). The solvent is CC(=O)C (acetone). Reaction conditions: temperature 0 celsius, time 1 hour. Product: ClC1=NC(=NC(=N1)Cl)N(OC)C (N-(4,6-Dichloro[1,3,5]triazin-2-yl)-N,O-dimethyl-hydroxylamine). Reaction SMILES: Cl[C:2]1[N:7]=[C:6]([Cl:8])[N:5]=[C:4]([Cl:9])[N:3]=1.Cl.[CH3:11][NH:12][O:13][CH3:14].CCN(C(C)C)C(C)C>CC(C)=O>[Cl:9][C:4]1[N:5]=[C:6]([Cl:8])[N:7]=[C:2]([N:12]([CH3:11])[O:13][CH3:14])[N:3]=1 |f:1.2|. Procedure: 2,4,6-Trichloro-1,3,5-triazine (XVIII) (30 g, 163 mmol) was dissolved in acetone (300 mL), and N,O-dimethylhydroxylamine hydrochloride (15.8 g, 163 mmol) and DIPEA (42 g, 326 mmol) were added and the mixture then stirred at 0° C. for 1 h. The solution was concentrated and the residue was treated with EtOAc (750 mL), washed with water (100 mL), and the organic layer was dried with Na2SO4. The volatiles were removed in vacuo and the residue was purified by flash column chromatography (pet ether/et... Reactants: solution, C[Li] (methyllithium), CCOCC (ether), ClC1=CC=C(C=C1)C(N1CC(C1)=C(C(=O)OC)C1=CC(=CC(=C1)F)F)C1=CC=C(C=C1)Cl (methyl {1-[bis(4-chlorophenyl)methyl]azetidin-3-ylidene}(3,5-difluorophenyl)acetate), C(C)OCC (ethyl ether), solution, C[Li] (methyllithium), CCOCC (ether). Run at temperature -78 celsius, time 30 minute. The product is ClC1=CC=C(C=C1)C(N1CC(C1)=C(C(C)(O)C)C1=CC(=CC(=C1)F)F)C1=CC=C(C=C1)Cl (1-{1-[Bis(4-chlorophenyl)methyl]azetidin-3-ylidene}-1-(3,5-difluorophenyl)-2-methylpropan-2-ol). RXN SMILES: [Cl:1][C:2]1[CH:7]=[CH:6][C:5]([CH:8]([C:26]2[CH:31]=[CH:30][C:29]([Cl:32])=[CH:28][CH:27]=2)[N:9]2[CH2:12][C:11](=[C:13]([C:18]3[CH:23]=[C:22]([F:24])[CH:21]=[C:20]([F:25])[CH:19]=3)C(OC)=O)[CH2:10]2)=[CH:4][CH:3]=1.[CH3:33][Li].C([O:37][CH2:38][CH3:39])C>>[Cl:32][C:29]1[CH:28]=[CH:27][C:26]([CH:8]([C:5]2[CH:4]=[CH:3][C:2]([Cl:1])=[CH:7][CH:6]=2)[N:9]2[CH2:12][C:11](=[C:13]([C:18]3[CH:23]=[C:22]([F:24])[CH:21]=[C:20]([F:25])[CH:19]=3)[C:38]([CH3:39])([OH:37])[CH3:33])[CH2:10]2)=[CH:31][CH:30]=1. Reported procedure: A solution of 1.15 g (2.43 mmol) of methyl {1-[bis(4-chlorophenyl)methyl]azetidin-3-ylidene}(3,5-difluorophenyl)acetate (Preparation 5) in 10 mL of dry ethyl ether was cooled to −78° C. under nitrogen. Dropwise, 3.1 mL of a 1M solution of methyllithium in ether was added. After 30 minutes, another 3.1 mL of the 1M solution of methyllithium in ether was added dropwise and the solution was stirred at −78° C. for 30 min. The reaction was quenched by addition of water and the mixture was partitioned... Starting materials: C(CCC=C)N (pent-4-enylamine), C(=O)([O-])[O-].[Na+].[Na+] (Na2CO3), COC(CCS(=O)(=O)Cl)=O (3-chlorosulfonyl-propionic acid methyl ester). Solvent: C(Cl)Cl (DCM). Conditions: temperature 25 celsius, time 2 hour. The product is COC(CCS(NCCCC=C)(=O)=O)=O (3-pent-4-enylsulfamoyl-propionic acid methyl ester). Reaction SMILES: [CH2:1]([NH2:6])[CH2:2][CH2:3][CH:4]=[CH2:5].C([O-])([O-])=O.[Na+].[Na+].[CH3:13][O:14][C:15](=[O:22])[CH2:16][CH2:17][S:18](Cl)(=[O:20])=[O:19]>C(Cl)Cl>[CH3:13][O:14][C:15](=[O:22])[CH2:16][CH2:17][S:18](=[O:20])(=[O:19])[NH:6][CH2:1][CH2:2][CH2:3][CH:4]=[CH2:5] |f:1.2.3|. Reported procedure: To a stirred suspension of 1.03 g (12.0 mmol) pent-4-enylamine, 8 ml DCM and 5 ml 10% aqueous Na2CO3 at 0° C. are added dropwise 2.25 g (12.0 mmol) 3-chlorosulfonyl-propionic acid methyl ester. After stirring for 2 h at 25° C. the phases are separated and the organic phase is dried with sodium sulfate and evaporated. Chromatography on silica gel (EtOAc, hexane 1:2) gives the 3-pent-4-enylsulfamoyl-propionic acid methyl ester. This ester is dissolved in 2 ml DMF and heated to 65° C. in the presen... Reactants: C(C1=CC=CC=C1)N(O)CC1=CC=CC=C1 (N,N-dibenzylhydroxylamine), C1(=C(C=CC=C1)N1C(C=CC1=O)=O)N1C(C=CC1=O)=O (N,N'-ortho-phenylenedimaleimide). Yields the product C(C1=CC=CC=C1)N(CC1=CC=CC=C1)OC1C(N(C(C1)=O)C1=C(C=CC=C1)N1C(C(CC1=O)ON(CC1=CC=CC=C1)CC1=CC=CC=C1)=O)=O (1,2-Bis[3-[(N,N-dibenzylamino)oxy]-2,5-dioxopyrrolidin-1-yl]benzene). Yield: 67.9%. RXN SMILES: [CH2:1]([N:8]([CH2:10][C:11]1[CH:16]=[CH:15][CH:14]=[CH:13][CH:12]=1)[OH:9])[C:2]1[CH:7]=[CH:6][CH:5]=[CH:4][CH:3]=1.[C:17]1([N:30]2[C:34](=[O:35])[CH:33]=[CH:32][C:31]2=[O:36])[CH:22]=[CH:21][CH:20]=[CH:19][C:18]=1[N:23]1[C:27](=[O:28])[CH:26]=[CH:25][C:24]1=[O:29]>>[CH2:10]([N:8]([O:9][CH:25]1[CH2:26][C:27](=[O:28])[N:23]([C:18]2[CH:19]=[CH:20][CH:21]=[CH:22][C:17]=2[N:30]2[C:34](=[O:35])[CH2:33][CH:32]([O:9][N:8]([CH2:1][C:2]3[CH:7]=[CH:6][CH:5]=[CH:4][CH:3]=3)[CH2:10][C:11]3[CH:16]=[CH:15][CH:14]=[CH:13][CH:12]=3)[C:31]2=[O:36])[C:24]1=[O:29])[CH2:1][C:2]1[CH:3]=[CH:4][CH:5]=[CH:6][CH:7]=1)[C:11]1[CH:16]=[CH:15][CH:14]=[CH:13][CH:12]=1. Procedure: The procedure of Example 1 is repeated using 5.33 g (25 mmole) of N,N-dibenzylhydroxylamine and 3.35 g (12.5 mmole) of N,N'-ortho-phenylenedimaleimide. The residue is purified by preparative HPLC (Silica gel: 7:3 heptane:ethyl acetate eluent) to give 5.9 g (34%) of a white solid. The reactants are [OH-].[Na+] (Sodium hydroxide), Br[C@H]1C([C@]2(C)[C@@H](C1)[C@@H]1CC=C3C[C@H](CC[C@]3(C)[C@H]1CC2)C)=O (16α-Bromo-3β-methylandrost-5-en-17-one), CN(C=O)C (dimethylformamide), Cl (HCl). The solvent is O (water). Conditions: time 2 hour. Yields the product O[C@H]1C([C@]2(C)[C@@H](C1)[C@@H]1CC=C3C[C@H](CC[C@]3(C)[C@H]1CC2)CC)=O (16α-hydroxy-3β-ethylandrost-5-en-17-one). The yield is 65.0%. RXN SMILES: Br[C@@H:2]1[CH2:7][C@H:6]2[C@H:8]3[C@H:18]([CH2:19][CH2:20][C@:4]2([CH3:5])[C:3]1=[O:22])[C@:16]1([CH3:17])[C:11]([CH2:12][C@@H:13]([CH3:21])[CH2:14][CH2:15]1)=[CH:10][CH2:9]3.[OH-:23].[Na+].Cl.[CH3:26]N(C)C=O>O>[OH:23][C@@H:2]1[CH2:7][C@H:6]2[C@H:8]3[C@H:18]([CH2:19][CH2:20][C@:4]2([CH3:5])[C:3]1=[O:22])[C@:16]1([CH3:17])[C:11]([CH2:12][C@@H:13]([CH2:21][CH3:26])[CH2:14][CH2:15]1)=[CH:10][CH2:9]3 |f:1.2|. Reported procedure: 16α-Bromo-3β-methylandrost-5-en-17-one (1.00 g, 2.74 mmol) was dissolved in dimethylformamide (90 mL). Sodium hydroxide (165 mg, 4.1 mmol) in water (10 mL) was added and the solution stirred for 2 h. at room temperature. The solution was poured into 1% HCl (200 mL) and extracted with ethyl acetate (2×50 mL). The organic layer was washed with 5% sodium biocarbonate, water, then dried over magnesium sulfate and filtered. Evaporation gave a pale yellow solid which was chromatographed on flash silic...